Dataset: the Open Reaction Database (ORD), a public repository of structured organic reaction records. Task: describe an organic reaction: reactants, conditions, products, and yield The reactants are CC(C(=O)O)(C)C (trimethylacetic acid), C(#N)[BH3-] (cyanoborohydride), CNCCO (2-(methylamino)ethanol), N1(N=NC=C1)CCNC1=NC=C(C(=N1)C1=CC2=C(S1)C(=CC=C2)C2=C(C=CC(=C2)F)C(C)=O)F (1-(2-(2-(2-(2-(1H-1,2,3-triazol-1-yl)ethylamino)-5-fluoropyrimidin-4-yl)benzo[b]thiophen-7-yl)-4-fluorophenyl)ethanone), CNCCO (2-(methylamino)ethanol). Solvent: O1CCOCC1 (dioxane). Conditions: temperature 160 celsius. Yields the product Solvent B, N (ammonia), N1(N=NC=C1)CCNC1=NC=C(C(=N1)C1=CC2=C(S1)C(=CC=C2)C2=C(C=CC(=C2)F)C(C)N(CCO)C)F (2-((1-(2-(2-(2-(2-(1H-1,2,3-Triazol-1-yl)ethylamino)-5-fluoropyrimidin-4-yl)benzo[b]thiophen-7-yl)-4-fluorophenyl)ethyl)(methyl)amino)ethanol). Yield: 36.0%. As a reaction SMILES: [N:1]1([CH2:6][CH2:7][NH:8][C:9]2[N:14]=[C:13]([C:15]3[S:19][C:18]4[C:20]([C:24]5[CH:29]=[C:28]([F:30])[CH:27]=[CH:26][C:25]=5C(=O)C)=[CH:21][CH:22]=[CH:23][C:17]=4[CH:16]=3)[C:12]([F:34])=[CH:11][N:10]=2)[CH:5]=[CH:4][N:3]=[N:2]1.C[C:36](C)(C)[C:37]([OH:39])=O.[CH3:42][NH:43][CH2:44][CH2:45]O.C([BH3-])#N>O1CCOCC1>[NH3:1].[N:1]1([CH2:6][CH2:7][NH:8][C:9]2[N:14]=[C:13]([C:15]3[S:19][C:18]4[C:20]([C:24]5[CH:29]=[C:28]([F:30])[CH:27]=[CH:26][C:25]=5[CH:44]([N:43]([CH3:42])[CH2:36][CH2:37][OH:39])[CH3:45])=[CH:21][CH:22]=[CH:23][C:17]=4[CH:16]=3)[C:12]([F:34])=[CH:11][N:10]=2)[CH:5]=[CH:4][N:3]=[N:2]1. Reported procedure: Combine 1-(2-(2-(2-(2-(1H-1,2,3-triazol-1-yl)ethylamino)-5-fluoropyrimidin-4-yl)benzo[b]thiophen-7-yl)-4-fluorophenyl)ethanone (0.1 g, 0.21 mmol), 10% trimethylacetic acid in dioxane (2 mL), 2-(methylamino)ethanol (18.2 mg, 0.252 mmol) and silica-supported cyanoborohydride (0.276 g, 0.262 mmol). Heat the reaction mixture at 160° C. for 2 h in a microwave reactor. Add 2-(methylamino)ethanol (0.157 g, 2.1 mmol) and silica-supported cyanoborohydride (0.138 g, 0.131 mmol). Heat the reaction mixture ...